From a dataset of the Open Reaction Database (ORD), a public repository of structured organic reaction records. describe an organic reaction: reactants, conditions, products, and yield Starting materials: O=C(CBr)Nc1ccon1, CC#N, COc1cccc(C(O)(C(=O)OC2CN3CCC2CC3)c2cccc(OC)c2)c1. The product is [Br-], COc1cccc(C(O)(C(=O)OC2C[N+]3(CC(=O)Nc4ccon4)CCC2CC3)c2cccc(OC)c2)c1. Reaction SMILES: [Br:30][CH2:31][C:32](=[O:33])[NH:34][c:35]1[n:36][o:37][cH:38][cH:39]1.[CH3:40][C:41]#[N:42].[N:1]12[CH2:2][CH:3]([O:9][C:10]([C:11]([c:12]3[cH:13][c:14]([O:18][CH3:19])[cH:15][cH:16][cH:17]3)([c:20]3[cH:21][c:22]([O:26][CH3:27])[cH:23][cH:24][cH:25]3)[OH:28])=[O:29])[CH:4]([CH2:5][CH2:6]1)[CH2:7][CH2:8]2>>[Br-:30].[N+:1]12([CH2:31][C:32](=[O:33])[NH:34][c:35]3[n:36][o:37][cH:38][cH:39]3)[CH2:2][CH:3]([O:9][C:10]([C:11]([c:12]3[cH:13][c:14]([O:18][CH3:19])[cH:15][cH:16][cH:17]3)([c:20]3[cH:21][c:22]([O:26][CH3:27])[cH:23][cH:24][cH:25]3)[OH:28])=[O:29])[CH:4]([CH2:5][CH2:6]1)[CH2:7][CH2:8]2. Starting materials: ClC=1C=C2CCC(C2=CC1Cl)=O (5,6-dichloro-1-indanone), O (water), CC(C=C)O (3-buten-2-ol), C1(=CC=C(C=C1)S(=O)(=O)O)C (p-toluenesulfonic acid). Solvent: COC(C)(C)OC (2,2-dimethoxy-propane). The product is C(C=CC)C1C(C2=CC(=C(C=C2C1)Cl)Cl)=O ((RS)-2-(2-buten-1-yl)-5,6-dichloro-1-indanone). The yield is 69.0%. As a reaction SMILES: [Cl:1][C:2]1[CH:3]=[C:4]2[C:8](=[CH:9][C:10]=1[Cl:11])[C:7](=[O:12])[CH2:6][CH2:5]2.[CH3:13][CH:14](O)[CH:15]=[CH2:16].C1(C)C=CC(S(O)(=O)=O)=CC=1.O>COC(OC)(C)C>[CH2:13]([CH:6]1[CH2:5][C:4]2[C:8](=[CH:9][C:10]([Cl:11])=[C:2]([Cl:1])[CH:3]=2)[C:7]1=[O:12])[CH:14]=[CH:15][CH3:16]. Reported procedure: A solution of 12.3 g of 5,6-dichloro-1-indanone, 12.6 ml of 3-buten-2-ol and 125 mg of p-toluenesulfonic acid in 125 ml of 2,2-dimethoxy-propane was boiled under reflux for 68 hours on a water separator filled with molecular sieve (0.4 nm, 2 mm pearl shaped). The reaction mixture was subsequently concentrated in a vacuum and purified by column chromatography on silica gel (hexane/diethyl ether 4:1). In addition to 4.3 g of educt, there were obtained 10.8 g (69%) of (RS)-2-(2-buten-1-yl)-5,6-dich... Reactants: CC(C)(C)[O-], COC(=O)c1ccc(NS(=O)(=O)CCCCl)c(C)c1, [K+], CN(C)C=O, O. Product: COC(=O)c1ccc(N2CCCS2(=O)=O)c(C)c1. RXN SMILES: [CH3:20][C:21]([CH3:22])([O-:23])[CH3:24].[Cl:1][CH2:2][CH2:3][CH2:4][S:5](=[O:6])(=[O:7])[NH:8][c:9]1[c:10]([CH3:19])[cH:11][c:12]([C:13](=[O:14])[O:15][CH3:16])[cH:17][cH:18]1.[K+:25].[O:27]=[CH:28][N:29]([CH3:30])[CH3:31].[OH2:26]>>[CH2:2]1[CH2:3][CH2:4][S:5](=[O:6])(=[O:7])[N:8]1[c:9]1[c:10]([CH3:19])[cH:11][c:12]([C:13](=[O:14])[O:15][CH3:16])[cH:17][cH:18]1. Reactants: ClC1=NC=CC=C1C1=CC(=NC=N1)NC ([6-(2-Chloro-pyridin-3-yl)-pyrimidin-4-yl]-methyl-amine), CS(=O)C (DMSO), OC=1C=C(C(=O)NC2=CC(=CC=C2)C(F)(F)F)C=CC1C (3-hydroxy-4-methyl-N-(3-trifluoromethyl-phenyl)-benzamide), C(=O)([O-])[O-].[Cs+].[Cs+] (Cs2CO3). Run in O (water). Reaction conditions: temperature 125 celsius. The product is CC1=C(C=C(C(=O)NC2=CC(=CC=C2)C(F)(F)F)C=C1)OC1=NC=CC=C1C1=NC=NC(=C1)NC (4-Methyl-3-((3-(6-(methylamino)-4-pyrimidinyl)-2-pyridinyl)oxy)-N-(3-(trifluoromethyl)phenyl)benzamide). Reaction SMILES: Cl[C:2]1[C:7]([C:8]2[N:13]=[CH:12][N:11]=[C:10]([NH:14][CH3:15])[CH:9]=2)=[CH:6][CH:5]=[CH:4][N:3]=1.[OH:16][C:17]1[CH:18]=[C:19]([CH:33]=[CH:34][C:35]=1[CH3:36])[C:20]([NH:22][C:23]1[CH:28]=[CH:27][CH:26]=[C:25]([C:29]([F:32])([F:31])[F:30])[CH:24]=1)=[O:21].C([O-])([O-])=O.[Cs+].[Cs+].CS(C)=O>O>[CH3:36][C:35]1[CH:34]=[CH:33][C:19]([C:20]([NH:22][C:23]2[CH:28]=[CH:27][CH:26]=[C:25]([C:29]([F:30])([F:31])[F:32])[CH:24]=2)=[O:21])=[CH:18][C:17]=1[O:16][C:2]1[C:7]([C:8]2[CH:9]=[C:10]([NH:14][CH3:15])[N:11]=[CH:12][N:13]=2)=[CH:6][CH:5]=[CH:4][N:3]=1 |f:2.3.4|. Procedure details: [6-(2-Chloro-pyridin-3-yl)-pyrimidin-4-yl]-methyl-amine (55 mg, 0.25 mmol), 3-hydroxy-4-methyl-N-(3-trifluoromethyl-phenyl)-benzamide (81 mg, 0.27 mmol), Cs2CO3 (162 mg, 0.50 mmol) and DMSO (0.8 mL) were combined. The mixture was heated overnight at 125° C. in a sealed tube. The resulting mixture was cooled to RT, diluted with water and extracted with EtOAc. The aqueous layer was neutralized (pH˜7) with TFA and extracted with EtOAc. The organic layer was dried over Na2SO4, filtered and concentra... Reactants: C(C)N1C=C(C(C2=CC(=C(C=C12)F)F)=O)C(=O)O (1-ethyl-6,7-difluoro-1,4-dihydro-4-oxo-3-quinolinecarboxylic acid), C1(CC1)C1CNCCN1 (3-cyclopropylpiperazine). Solvent: N1=CC=CC=C1 (pyridine). Run at temperature 100 celsius. Product: C1(CC1)C1CN(CCN1)C1=C(C=C2C(C(=CN(C2=C1)CC)C(=O)O)=O)F (7-(3-Cyclopropyl-1-piperazinyl)-1-ethyl-6-fluoro-1,4-dihydro-4-oxo-3-quinolinecarboxylic acid). Yield: 10.0%. RXN SMILES: [CH2:1]([N:3]1[C:12]2[C:7](=[CH:8][C:9]([F:14])=[C:10](F)[CH:11]=2)[C:6](=[O:15])[C:5]([C:16]([OH:18])=[O:17])=[CH:4]1)[CH3:2].[CH:19]1([CH:22]2[NH:27][CH2:26][CH2:25][NH:24][CH2:23]2)[CH2:21][CH2:20]1>N1C=CC=CC=1>[CH:19]1([CH:22]2[NH:27][CH2:26][CH2:25][N:24]([C:10]3[CH:11]=[C:12]4[C:7]([C:6](=[O:15])[C:5]([C:16]([OH:18])=[O:17])=[CH:4][N:3]4[CH2:1][CH3:2])=[CH:8][C:9]=3[F:14])[CH2:23]2)[CH2:21][CH2:20]1. Reported procedure: A mixture of 1.265 g of 1-ethyl-6,7-difluoro-1,4-dihydro-4-oxo-3-quinolinecarboxylic acid, 1.86 g of 3-cyclopropylpiperazine and 15 ml of pyridine was heated at 100° C. in a pressure bottle for 3 hours, then cooled and evaporated. The residue was purified by silica gel flash chromatography, eluting with chloroform:methanol:water:triethylamine (9:0.5:0.02:0.02), giving 180 mg of the desired product, mp 250° C. (dec.). Starting materials: S(=O)(=O)(O)O.N1=CN=C2N=CNC2=C1N (adenine sulfate), N[C@@H](CCCNC(N)=N)C(=O)O (arginine), N[C@@H](CC(=O)O)C(=O)O (aspartic acid), N[C@@H](CCC(=O)O)C(=O)O (glutamic acid), N[C@@H](CC1=CNC=N1)C(=O)O (histidine), N[C@@H](CCCCN)C(=O)O (lysine), N[C@@H](CCSC)C(=O)O (methionine), N[C@@H](CC1=CC=CC=C1)C(=O)O (phenylalanine), N[C@@H](CO)C(=O)O (serine), N[C@@H](CC1=CC=C(C=C1)O)C(=O)O (tyrosine), N[C@@H](C(C)C)C(=O)O (valine), N[C@@H]([C@H](O)C)C(=O)O (threonine), fatty acids, Trp,Leu,Ura, O=C[C@H](O)[C@@H](O)[C@@H](O)[C@H](O)CO (galactose), fatty acid, amino acid, Trp,Leu,Ura, amino acids. The product is C(CCC\C=C/C\C=C/C\C=C/C\C=C/CCCCC)(=O)O (Arachidonic Acid). Reaction SMILES: O=[CH:2][C@@H:3]([C@H:5]([C@H:7]([C@@H:9]([CH2:11][OH:12])O)O)O)O.S(O)(O)(=O)=O.N1[C:26](N)=[C:25]2[C:21](N=CN2)=NC=1.N[C@H:29]([C:37](O)=O)[CH2:30][CH2:31][CH2:32]NC(=N)N.N[C@H:41]([C:46](O)=O)[CH2:42][C:43](O)=O.N[C@H:50](C(O)=O)[CH2:51]CC(O)=O.N[C@H](C(O)=[O:68])CC1N=CNC=1.N[C@H](C(O)=O)CCCCN.N[C@H](C(O)=O)CCSC.N[C@H](C(O)=O)CC1C=CC=CC=1.N[C@H](C(O)=O)CO.N[C@H](C(O)=O)CC1C=CC(O)=CC=1.N[C@H](C(O)=O)C(C)C.N[C@H](C(O)=O)[C@@H](C)O>>[C:11]([OH:12])(=[O:68])[CH2:9][CH2:7][CH2:5]/[CH:3]=[CH:2]\[CH2:21]/[CH:25]=[CH:26]\[CH2:37]/[CH:29]=[CH:30]\[CH2:31]/[CH:32]=[CH:43]\[CH2:42][CH2:41][CH2:46][CH2:50][CH3:51] |f:1.2|. Procedure details: These strains were each cultured at 30° C. for 1 day in the above SC-Trp,Leu,Ura liquid medium (10 ml), 1 ml of which was then cultured at 15° C. for 7 days in SG-Trp,Leu,Ura liquid medium (10 ml) containing, per liter, 6.7 g Yeast nitrogen base w/o amino acids (DIFCO), 20 g galactose and 1.3 g amino acid powder (a mixture of 1.25 g adenine sulfate, 0.6 g arginine, 3 g aspartic acid, 3 g glutamic acid, 0.6 g histidine, 0.9 g lysine, 0.6 g methionine, 1.5 g phenylalanine, 11.25 g serine, 0.9 g ty...